Dataset: the Open Reaction Database (ORD), a public repository of structured organic reaction records. Task: describe an organic reaction: reactants, conditions, products, and yield The reactants are OC=1C=C(C=CC1)C1C(N(CCCC1)C)=O (Hexahydro-3-(3-hydroxyphenyl)-1-methyl-2H-azepin-2-one), S(=O)(=O)(OC)OC (dimethyl sulphate). Solvent: [OH-].[Na+] (sodium hydroxide). Run at time 10 minute. The product is COC=1C=C(C=CC1)C1C(N(CCCC1)C)=O (Hexahydro-3-(3-methoxyphenyl)-1-methyl-2H-azepin-2-one). Yield: 72.9%. As a reaction SMILES: [OH:1][C:2]1[CH:3]=[C:4]([CH:8]2[CH2:14][CH2:13][CH2:12][CH2:11][N:10]([CH3:15])[C:9]2=[O:16])[CH:5]=[CH:6][CH:7]=1.S(OC)(O[CH3:21])(=O)=O>[OH-].[Na+]>[CH3:21][O:1][C:2]1[CH:3]=[C:4]([CH:8]2[CH2:14][CH2:13][CH2:12][CH2:11][N:10]([CH3:15])[C:9]2=[O:16])[CH:5]=[CH:6][CH:7]=1 |f:2.3|. Reported procedure: Hexahydro-3-(3-hydroxyphenyl)-1-methyl-2H-azepin-2-one (21.9 g) was dissolved in 2 M sodium hydroxide solution (100 ml) and dimethyl sulphate (18.3 g, 14.5 ml) added. The reaction mixture was stirred at room temperature for 10 minutes then seeded. The product crystallised after leaving at 0° C. for 3 hours. The product was filtered, washed with water and dried affording 16.99 g of title compound as off-white powder m.p. 73°-74° C., identical to that obtained in Example 2. The reactants are COC(=O)C(C)Oc1ncccc1[N+](=O)[O-], CCO, [H][H], O=[Pt]. The product is COC(=O)C(C)Oc1ncccc1N. Reaction SMILES: [CH3:1][O:2][C:3](=[O:4])[CH:5]([CH3:6])[O:7][c:8]1[n:9][cH:10][cH:11][cH:12][c:13]1[N+:14]([O-:15])=[O:16].[CH3:21][CH2:22][OH:23].[H:17][H:18].[Pt:19]=[O:20]>>[CH3:1][O:2][C:3](=[O:4])[CH:5]([CH3:6])[O:7][c:8]1[n:9][cH:10][cH:11][cH:12][c:13]1[NH2:14]. Reactants: C(C1=CC=CC=C1)OC(=O)N1C(CN(CC1)C(=O)OC(C)(C)C)CO (1-(benzyloxycarbonyl)-2-hydroxymethyl-4-(tert-butyloxycarbonyl)-piperazine), C(C)(C)N(CC)C(C)C (diisopropylethylamine), CS(=O)(=O)Cl (methanesulfonyl chloride). Solvent: CCOC(=O)C (EtOAc), C(Cl)Cl (CH2Cl2). Reaction conditions: time 8 hour. The product is C(C1=CC=CC=C1)OC(=O)N1C(CN(CC1)C(=O)OC(C)(C)C)CN (1-(Benzyloxycarbonyl )-2-aminomethyl-4-(tert-butyloxycarbonyl)-piperazine). Isolated yield 3.7%. Reaction SMILES: [CH2:1]([O:8][C:9]([N:11]1[CH2:16][CH2:15][N:14]([C:17]([O:19][C:20]([CH3:23])([CH3:22])[CH3:21])=[O:18])[CH2:13][CH:12]1[CH2:24]O)=[O:10])[C:2]1[CH:7]=[CH:6][CH:5]=[CH:4][CH:3]=1.C([N:29](C(C)C)CC)(C)C.CS(Cl)(=O)=O>C(Cl)Cl.CCOC(C)=O>[CH2:1]([O:8][C:9]([N:11]1[CH2:16][CH2:15][N:14]([C:17]([O:19][C:20]([CH3:23])([CH3:22])[CH3:21])=[O:18])[CH2:13][CH:12]1[CH2:24][NH2:29])=[O:10])[C:2]1[CH:7]=[CH:6][CH:5]=[CH:4][CH:3]=1. Procedure details: To a 0° C. solution of 1.30 g of 1-(benzyloxycarbonyl)-2-hydroxymethyl-4-(tert-butyloxycarbonyl)-piperazine in 20 mL of CH2Cl2 was added 720 mg of diisopropylethylamine, then 510 mg of methanesulfonyl chloride. The mixture was allowed to warm to room temperature over 2 h, then diluted with 50 mL of EtOAc and washed with 25 mL of saturated NaHCO3, 2×25 mL of 1N HCl, 25 mL of saturated NaHCO3, and 25 mL of brine. The organic phase was dried over MgSO4 and concentrated to a yellow oil. This oil was... The product is COc1cc2ncnc(N3CCc4c(Cl)cccc43)c2cc1OC. As a reaction SMILES: [Cl:11][c:12]1[n:13][cH:14][n:15][c:16]2[cH:17][c:18]([O:24][CH3:25])[c:19]([O:22][CH3:23])[cH:20][c:21]12.[Cl:1][c:2]1[c:3]2[c:7]([cH:8][cH:9][cH:10]1)[NH:6][CH2:5][CH2:4]2>>[Cl:1][c:2]1[c:3]2[c:7]([cH:8][cH:9][cH:10]1)[N:6]([c:12]1[n:13][cH:14][n:15][c:16]3[cH:17][c:18]([O:24][CH3:25])[c:19]([O:22][CH3:23])[cH:20][c:21]13)[CH2:5][CH2:4]2. Reactants: COc1cc2ncnc(Cl)c2cc1OC, Clc1cccc2c1CCN2. Reactants: CCOCCn1c(N2CCCNCC2)nc2ccccc21, COc1cc(C(=O)N2CCC(CCOS(C)(=O)=O)(c3ccccc3)C2)cc(OC)c1OC, CC#N, CCOC(C)=O, CCN(C(C)C)C(C)C, ClCCl, I. RXN SMILES: [CH2:34]([CH3:35])[O:36][CH2:37][CH2:38][n:39]1[c:40]([N:48]2[CH2:49][CH2:50][NH:51][CH2:52][CH2:53][CH2:54]2)[n:41][c:42]2[c:43]1[cH:44][cH:45][cH:46][cH:47]2.[CH3:1][O:2][c:3]1[cH:4][c:5]([C:6](=[O:7])[N:8]2[CH2:9][C:10]([CH2:13][CH2:14][O:15][S:16]([CH3:17])(=[O:18])=[O:19])([c:20]3[cH:21][cH:22][cH:23][cH:24][cH:25]3)[CH2:11][CH2:12]2)[cH:26][c:27]([O:31][CH3:32])[c:28]1[O:29][CH3:30].[CH3:64][C:65]#[N:66].[CH3:67][CH2:68][O:69][C:70](=[O:71])[CH3:72].[CH:55]([N:56]([CH2:57][CH3:58])[CH:59]([CH3:60])[CH3:61])([CH3:62])[CH3:63].[Cl:73][CH2:74][Cl:75].[IH:33]>>[CH3:1][O:2][c:3]1[cH:4][c:5]([C:6](=[O:7])[N:8]2[CH2:9][C:10]([CH2:13][CH2:14][N:51]3[CH2:50][CH2:49][N:48]([c:40]4[n:39]([CH2:38][CH2:37][O:36][CH2:34][CH3:35])[c:43]5[c:42]([n:41]4)[cH:47][cH:46][cH:45][cH:44]5)[CH2:54][CH2:53][CH2:52]3)([c:20]3[cH:21][cH:22][cH:23][cH:24][cH:25]3)[CH2:11][CH2:12]2)[cH:26][c:27]([O:31][CH3:32])[c:28]1[O:29][CH3:30]. Product: CCOCCn1c(N2CCCN(CCC3(c4ccccc4)CCN(C(=O)c4cc(OC)c(OC)c(OC)c4)C3)CC2)nc2ccccc21.